Task: describe an organic reaction: reactants, conditions, products, and yield. Dataset: the Open Reaction Database (ORD), a public repository of structured organic reaction records The reactants are C(C)N(C(=O)C=1C=CC=C2C(=CNC12)CC(=O)O)CC ((7-((diethylamino)carbonyl)-1H-indol-3-yl)acetic acid), Cl (hydrogen chloride), CO (methanol), CO (methanol). The product is C(C)N(C(=O)C=1C=CC=C2C(=CNC12)CC(=O)OC)CC (methyl (7-((diethylamino)carbonyl)-1H-indol-3-yl)acetate). Yield: 77.0%. Reaction SMILES: [CH2:1]([N:3]([CH2:19][CH3:20])[C:4]([C:6]1[CH:7]=[CH:8][CH:9]=[C:10]2[C:14]=1[NH:13][CH:12]=[C:11]2[CH2:15][C:16]([OH:18])=[O:17])=[O:5])[CH3:2].Cl.[CH3:22]O>>[CH2:19]([N:3]([CH2:1][CH3:2])[C:4]([C:6]1[CH:7]=[CH:8][CH:9]=[C:10]2[C:14]=1[NH:13][CH:12]=[C:11]2[CH2:15][C:16]([O:18][CH3:22])=[O:17])=[O:5])[CH3:20]. Procedure: To a solution of (7-((diethylamino)carbonyl)-1H-indol-3-yl)acetic acid (2.38 g, 8.68 mmol) in methanol (10 mL) is added a 10% hydrogen chloride solution in methanol (30 mL) under nitrogen atmosphere, and the mixture is refluxed for 30 minutes. The reaction solution is cooled to room temperature, and the solvent is distilled off. To the residue is added chloroform, and the mixture is washed with a saturated aqueous sodium hydrogen carbonate solution and a saturated brine, and dried over anhydrous... Reactants: COC1=C(C=CC=C1)N1CCNCC1 (1-(2-methoxyphenyl)piperazine), C(C)(C)N(C(C)C)CC (N,N-diisopropylethylamine), BrCCCCOC=1C=CC=C2CCCSC12 (8-[(4-BROMOBUTYL)OXY]THIOCHROMAN). The solvent is C(C)#N (acetonitrile), C(C)#N (acetonitrile), C(C)#N (acetonitrile). The product is COC1=C(C=CC=C1)N1CCN(CC1)CCCCOC=1C=CC=C2CCCSC12 (8-{{4-[4-(2-METHOXYPHENYL)PIPERAZIN-1-YL]BUTYL}OXY}THIOCHROMAN). RXN SMILES: Br[CH2:2][CH2:3][CH2:4][CH2:5][O:6][C:7]1[CH:8]=[CH:9][CH:10]=[C:11]2[C:16]=1[S:15][CH2:14][CH2:13][CH2:12]2.C(N(CC)C(C)C)(C)C.[CH3:26][O:27][C:28]1[CH:33]=[CH:32][CH:31]=[CH:30][C:29]=1[N:34]1[CH2:39][CH2:38][NH:37][CH2:36][CH2:35]1>C(#N)C>[CH3:26][O:27][C:28]1[CH:33]=[CH:32][CH:31]=[CH:30][C:29]=1[N:34]1[CH2:39][CH2:38][N:37]([CH2:2][CH2:3][CH2:4][CH2:5][O:6][C:7]2[CH:8]=[CH:9][CH:10]=[C:11]3[C:16]=2[S:15][CH2:14][CH2:13][CH2:12]3)[CH2:36][CH2:35]1. Procedure: 1.5 g (4.98 mmol) of the compound obtained in Step A are dissolved in 15 cm3 of acetonitrile, under argon. 0.94 g (7.47 mmol) of N,N-diisopropylethylamine diluted in 11 cm3 of acetonitrile is added, followed by 1.44 g (0.747 mmol) of 1-(2-methoxyphenyl)piperazine dissolved in 11 cm3 of acetonitrile. Reactants: B(Br)(Br)Br (BBr3), C(C1=CC=CC=C1)Cl (benzyl chloride), CC1=CC=CC(=N1)C(=O)C1=CC=C(C=C1)OC (4-Methoxyphenyl (6-methyl-2-pyridyl) ketone), C(CCC)C=1C=CC(=NC1)C(=O)C1=CC=C(C=C1)OC (4-methoxyphenyl (5-n-butyl-2-pyridyl) ketone). Yields the product CC1=CC=CC(=N1)C(=O)C1=CC(=C(C=C1)OCC1=CC=CC=C1)N (3-amino-4-benzyloxyphenyl (6-methyl-2-pyridyl) ketone), C(CCC)C=1C=CC(=NC1)C(=O)C1=CC(=C(C=C1)OCC1=CC=CC=C1)N (3-amino-4-benzyloxyphenyl (5-n-butyl-2-pyridyl) ketone). Reaction SMILES: [CH3:1][C:2]1[N:7]=[C:6]([C:8]([C:10]2[CH:15]=[CH:14][C:13]([O:16][CH3:17])=[CH:12][CH:11]=2)=[O:9])[CH:5]=[CH:4][CH:3]=1.[CH2:18]([C:22]1[CH:23]=[CH:24][C:25]([C:28]([C:30]2[CH:35]=[CH:34][C:33]([O:36][CH3:37])=[CH:32][CH:31]=2)=[O:29])=[N:26][CH:27]=1)[CH2:19][CH2:20][CH3:21].B(Br)(Br)Br.C(Cl)[C:43]1[CH:48]=[CH:47][CH:46]=[CH:45][CH:44]=1>>[CH3:1][C:2]1[N:7]=[C:6]([C:8]([C:10]2[CH:11]=[CH:12][C:13]([O:16][CH2:17][C:43]3[CH:48]=[CH:47][CH:46]=[CH:45][CH:44]=3)=[C:14]([NH2:26])[CH:15]=2)=[O:9])[CH:5]=[CH:4][CH:3]=1.[CH2:18]([C:22]1[CH:23]=[CH:24][C:25]([C:28]([C:30]2[CH:31]=[CH:32][C:33]([O:36][CH2:37][C:43]3[CH:48]=[CH:47][CH:46]=[CH:45][CH:44]=3)=[C:34]([NH2:7])[CH:35]=2)=[O:29])=[N:26][CH:27]=1)[CH2:19][CH2:20][CH3:21]. Reported procedure: 4-Methoxyphenyl (6-methyl-2-pyridyl) ketone and 4-methoxyphenyl (5-n-butyl-2-pyridyl) ketone are nitrated, cleaved with BBr3, treated with benzyl chloride and reduced according to the procedures of Example 1 to give 3-amino-4-benzyloxyphenyl (6-methyl-2-pyridyl) ketone and 3-amino-4-benzyloxyphenyl (5-n-butyl-2-pyridyl) ketone. These compounds are substituted for 3-amino-4-benzyloxyphenyl 2-pyridyl ketone in Example 2 to give α-(4-hydroxy-3-ureidophenyl)-6-methyl-2-piperidylcarbinol hydrochlorid... Reactants: B(O)O (boronic acid), BrC1=C(C=O)C=CC=N1 (2-bromonicotinaldehyde), O1C(=CC2=C1C=CC=C2)B(O)O (benzofuran-2-ylboronic acid). The product is O1C(=CC2=C1C=CC=C2)C2=C(C=O)C=CC=N2 (2-(benzofuran-2-yl)nicotinaldehyde). Reaction SMILES: B(O)O.Br[C:5]1[N:12]=[CH:11][CH:10]=[CH:9][C:6]=1[CH:7]=[O:8].[O:13]1[C:17]2[CH:18]=[CH:19][CH:20]=[CH:21][C:16]=2[CH:15]=[C:14]1B(O)O>>[O:13]1[C:17]2[CH:18]=[CH:19][CH:20]=[CH:21][C:16]=2[CH:15]=[C:14]1[C:5]1[N:12]=[CH:11][CH:10]=[CH:9][C:6]=1[CH:7]=[O:8]. Procedure: 2-(benzofuran-2-yl)nicotinaldehyde was prepared using the general boronic acid coupling procedure for 2-bromonicotinaldehyde and benzofuran-2-ylboronic acid (72 mg, 120.1 mg theoretical, 60%). LC-MS m/z 224.2 (M+1). The reactants are C(C)(C)(C)OC(NCCC[C@H]1C(N[C@@H](CC2=C(C=CC(C=3C=CC(=C(C[C@@H](C(N1)=O)NC(=O)OC(C)(C)C)C3)O)=C2)O)C(=O)NCCC[C@@H](CC(=O)NCCN)N)=O)=O (tert-butyl{3-[(8S,11S,14S)-8-[({(4S)-4-amino-6-[(2-aminoethyl)amino]-6-oxohexyl}amino)carbonyl]-14-[(tert-butoxycarbonyl)amino]-5,17-dihydroxy-10,13-dioxo-9,12-diazatricyclo[14.3.1.12,6]henicosa-1(20),2(21),3,5,16,18-hexaen-11-yl]propyl}carbamate), solution, [H][H] (hydrogen), [Cl-].O1CCOCC1 (dioxane chloride). Run at time 30 minute. Product: Cl.Cl.Cl.Cl.N[C@@H]1C(N[C@H](C(N[C@@H](CC2=C(C=CC(C=3C=CC(=C(C1)C3)O)=C2)O)C(=O)NCCC[C@@H](CC(=O)NCCN)N)=O)CCCN)=O ((8S,11S,14S)-14-Amino-N-{(4S)-4-amino-6-[(2-aminoethyl)amino]-6-oxohexyl}-11-(3-aminopropyl)-5,17-dihydroxy-10,13-dioxo-9,12-diazatricyclo[14.3.1.12,6]henicosa-1(20),2(21),3,5,16,18-hexaene-8-carboxamide tetrahydrochloride). As a reaction SMILES: C(OC(=O)[NH:7][CH2:8][CH2:9][CH2:10][C@@H:11]1[NH:29][C:28](=[O:30])[C@@H:27]([NH:31]C(OC(C)(C)C)=O)[CH2:26][C:25]2[CH:39]=[C:21]([CH:22]=[CH:23][C:24]=2[OH:40])[C:20]2=[CH:41][C:16](=[C:17]([OH:42])[CH:18]=[CH:19]2)[CH2:15][C@@H:14]([C:43]([NH:45][CH2:46][CH2:47][CH2:48][C@H:49]([NH2:57])[CH2:50][C:51]([NH:53][CH2:54][CH2:55][NH2:56])=[O:52])=[O:44])[NH:13][C:12]1=[O:58])(C)(C)C.[H][H].[Cl-:62].O1CCOCC1>>[ClH:62].[ClH:62].[ClH:62].[ClH:62].[NH2:31][C@H:27]1[CH2:26][C:25]2[CH:39]=[C:21]([CH:22]=[CH:23][C:24]=2[OH:40])[C:20]2=[CH:41][C:16](=[C:17]([OH:42])[CH:18]=[CH:19]2)[CH2:15][C@@H:14]([C:43]([NH:45][CH2:46][CH2:47][CH2:48][C@H:49]([NH2:57])[CH2:50][C:51]([NH:53][CH2:54][CH2:55][NH2:56])=[O:52])=[O:44])[NH:13][C:12](=[O:58])[C@H:11]([CH2:10][CH2:9][CH2:8][NH2:7])[NH:29][C:28]1=[O:30] |f:2.3,4.5.6.7.8|. Reported procedure: 8 mg (0.010 mmol) of tert-butyl{3-[(8S,11S,14S)-8-[({(4S)-4-amino-6-[(2-aminoethyl)amino]-6-oxohexyl}amino)carbonyl]-14-[(tert-butoxycarbonyl)amino]-5,17-dihydroxy-10,13-dioxo-9,12-diazatricyclo[14.3.1.12,6]henicosa-1(20),2(21),3,5,16,18-hexaen-11-yl]propyl}carbamate bis(hydroacetate) (Example 206A) are added into 0.4 ml of a 4N solution of hydrogen in dioxane chloride and stirred at RT for 30 min. The reaction solution is concentrated, coevaporated with dichloromethane several times and dried u...